Dataset: the Open Reaction Database (ORD), a public repository of structured organic reaction records. Task: describe an organic reaction: reactants, conditions, products, and yield Starting materials: BrC1=CC=C(C=C1)O (4-Bromophenol), trans-dimethylcyclohexane-1,2-diamine, N1N=CC2=CC=CC=C12 (1H-indazole), P(=O)([O-])([O-])[O-].[K+].[K+].[K+] (potassium phosphate). The reagents and catalysts are [Cu]I (copper(I) iodide). Solvent: C1(=CC=CC=C1)C (toluene). Yields the product N=1N(C=C2C=CC=CC12)C1=CC=C(C=C1)O (4-(2H-indazol-2-yl)phenol). Yield: 19.6%. As a reaction SMILES: Br[C:2]1[CH:7]=[CH:6][C:5]([OH:8])=[CH:4][CH:3]=1.[NH:9]1[C:17]2[C:12](=[CH:13][CH:14]=[CH:15][CH:16]=2)[CH:11]=[N:10]1.P([O-])([O-])([O-])=O.[K+].[K+].[K+]>[Cu]I.C1(C)C=CC=CC=1>[N:9]1[N:10]([C:2]2[CH:7]=[CH:6][C:5]([OH:8])=[CH:4][CH:3]=2)[CH:11]=[C:12]2[C:17]=1[CH:16]=[CH:15][CH:14]=[CH:13]2 |f:2.3.4.5|. Procedure details: 4-Bromophenol (2.00 g, 11.6 mmol) was combined with 1H-indazole (1.64 g, 13.9 mmol), copper(I) iodide (110 mg, 0.578 mmol), potassium phosphate (5.15 g, 24.3 mmol), trans-dimethylcyclohexane-1,2-diamine (0.365 mL, 2.31 mmol), and toluene (10 mL). The reaction was refluxed for 21 hours, then cooled to room temperature and partitioned between ethyl acetate and water/ammonium hydroxide. The organic layer was washed with 0.5 N HCl and brine, dried over magnesium sulfate, filtered and concentrated. P...